From a dataset of the Open Reaction Database (ORD), a public repository of structured organic reaction records. describe an organic reaction: reactants, conditions, products, and yield The reactants are FC1=C(C(=O)O)C(=CC=C1OC)I (2-fluoro-6-iodo-3-methoxybenzoic acid), N=1NN=CC1 (2H-1,2,3-triazole). The product is FC1=C(C(=O)O)C(=CC=C1OC)N1N=CC=N1 (2-Fluoro-3-methoxy-6-(2H-1,2,3-triazol-2-yl)benzoic acid). As a reaction SMILES: [F:1][C:2]1[C:10]([O:11][CH3:12])=[CH:9][CH:8]=[C:7](I)[C:3]=1[C:4]([OH:6])=[O:5].[N:14]1[NH:15][N:16]=[CH:17][CH:18]=1>>[F:1][C:2]1[C:10]([O:11][CH3:12])=[CH:9][CH:8]=[C:7]([N:15]2[N:16]=[CH:17][CH:18]=[N:14]2)[C:3]=1[C:4]([OH:6])=[O:5]. Procedure details: The title compound was synthesized following the same general protocol as described in Example A11 using 2-fluoro-6-iodo-3-methoxybenzoic acid and 2H-1,2,3-triazole. ESI-MS (m/z): 238 [M+1]+. The reactants are NC1=CC(=C(C=C1C#N)OC)OC (6-aminoveratronitrile), C1(=CC=CC=C1)[Li] (phenyl lithium), C(#N)N1CCN(CC1)C(=O)C=1OC=CC1 (1-cyano-4-(2-furoyl)piperazine). The solvent is C1=CC=CC=C1 (benzene), C(C)OCC (diethyl ether), C1=CC=CC=C1 (benzene). Run at time 45 minute. The product is NC1=NC(=NC2=CC(=C(C=C12)OC)OC)N1CCN(CC1)C(=O)C=1OC=CC1 (1-(4-Amino-6,7-dimethoxy-2-quinazolinyl)4-(2-furoyl)piperazine). RXN SMILES: [NH2:1][C:2]1[C:7]([C:8]#[N:9])=[CH:6][C:5]([O:10][CH3:11])=[C:4]([O:12][CH3:13])[CH:3]=1.C1([Li])C=CC=CC=1.[C:21]([N:23]1[CH2:28][CH2:27][N:26]([C:29]([C:31]2[O:32][CH:33]=[CH:34][CH:35]=2)=[O:30])[CH2:25][CH2:24]1)#[N:22]>C1C=CC=CC=1.C(OCC)C>[NH2:9][C:8]1[C:7]2[C:2](=[CH:3][C:4]([O:12][CH3:13])=[C:5]([O:10][CH3:11])[CH:6]=2)[N:1]=[C:21]([N:23]2[CH2:24][CH2:25][N:26]([C:29]([C:31]3[O:32][CH:33]=[CH:34][CH:35]=3)=[O:30])[CH2:27][CH2:28]2)[N:22]=1. Reported procedure: To 3.6 g. of 6-aminoveratronitrile, dissolved in 75 ml. of anhydrous benzene, a solution of phenyl lithium (prepared from 0.35 g. of lithium and 3.9 g. of bromobenzene) in 60 ml. of anhydrous diethyl ether is added under a nitrogen atmosphere. After 45 minutes 4.4 g. of 1-cyano-4-(2-furoyl)piperazine in 50 ml. of anhydrous benzene are added. The ether and part of the benzene are distilled off and 100 ml. of tetrahydrofuran are added. The mixture is refluxed under the nitrogen atmosphere for 20 h... Reaction conditions: time 3 hour. RXN SMILES: Cl.[Cl:2][C:3]1[C:4]([O:11][CH2:12][C:13]([F:16])([F:15])[F:14])=[C:5]([NH:9][NH2:10])[CH:6]=[CH:7][CH:8]=1.[O:17]1[CH:21]=[CH:20][CH2:19][CH2:18]1>O.C1COCC1>[Cl:2][C:3]1[C:4]([O:11][CH2:12][C:13]([F:15])([F:14])[F:16])=[C:5]([NH:9][N:10]=[CH:21][CH2:20][CH2:19][CH2:18][OH:17])[CH:6]=[CH:7][CH:8]=1 |f:0.1|. Reported procedure: The 3-chloro-2-(2,2,2-trifluoroethoxy)phenylhydrazine hydrochloride (13.3 g, 48 mmol) was dissolved in H2O (133 mL) and THF (133 mL). Dihydrofuran (3.75 mL, 48 mmol) was added in one portion, and the reaction mixture was stirred for 3 hours. After this time, the organic layer was separated and the aqueous layer extracted with Et2O (250 mL). The combined organic layers were washed with brine (250 mL), dried (MgSO4), and concentrated to afford 14 g (98%) of a 3:1 mixture of E:Z isomers of 4-[3-chl... Run in O (H2O), C1CCOC1 (THF). The reactants are Cl.ClC=1C(=C(C=CC1)NN)OCC(F)(F)F (3-chloro-2-(2,2,2-trifluoroethoxy)phenylhydrazine hydrochloride), O1CCC=C1 (Dihydrofuran). The product is ClC=1C(=C(C=CC1)NN=CCCCO)OCC(F)(F)F (4-[3-Chloro-2-(2,2,2-trifluoroethoxy)phenylhydrazono]-1-butanol). Starting materials: Cn1c(C=C2CN(C(=O)OC(C)(C)C)C2)nc2c(N3CCOCC3)nc(Cl)nc21, O=C([O-])[O-], Cc1nc2ccccc2[nH]1, Cc1ccccc1, [Cs+], [Cs+], O=C(C=Cc1ccccc1)C=Cc1ccccc1, O=C(C=Cc1ccccc1)C=Cc1ccccc1, O=C(C=Cc1ccccc1)C=Cc1ccccc1, [Pd], [Pd]. The product is Cc1nc2ccccc2n1-c1nc(N2CCOCC2)c2nc(C=C3CN(C(=O)OC(C)(C)C)C3)n(C)c2n1. Reaction SMILES: [C:1]([CH3:2])([CH3:3])([CH3:4])[O:5][C:6](=[O:7])[N:8]1[CH2:9][C:10](=[CH:12][c:13]2[n:14]([CH3:29])[c:15]3[n:16][c:17]([Cl:28])[n:18][c:19]([N:22]4[CH2:23][CH2:24][O:25][CH2:26][CH2:27]4)[c:20]3[n:21]2)[CH2:11]1.[C:40](=[O:41])([O-:42])[O-:43].[CH3:30][c:31]1[nH:32][c:33]2[c:34]([n:35]1)[cH:36][cH:37][cH:38][cH:39]2.[CH3:46][c:47]1[cH:48][cH:49][cH:50][cH:51][cH:52]1.[Cs+:44].[Cs+:45].[O:55]=[C:56]([CH:57]=[CH:58][c:59]1[cH:60][cH:61][cH:62][cH:63][cH:64]1)[CH:65]=[CH:66][c:67]1[cH:68][cH:69][cH:70][cH:71][cH:72]1.[O:73]=[C:74]([CH:75]=[CH:76][c:77]1[cH:78][cH:79][cH:80][cH:81][cH:82]1)[CH:83]=[CH:84][c:85]1[cH:86][cH:87][cH:88][cH:89][cH:90]1.[O:91]=[C:92]([CH:93]=[CH:94][c:95]1[cH:96][cH:97][cH:98][cH:99][cH:100]1)[CH:101]=[CH:102][c:103]1[cH:104][cH:105][cH:106][cH:107][cH:108]1.[Pd:53].[Pd:54]>>[C:1]([CH3:2])([CH3:3])([CH3:4])[O:5][C:6](=[O:7])[N:8]1[CH2:9][C:10](=[CH:12][c:13]2[n:14]([CH3:29])[c:15]3[n:16][c:17](-[n:32]4[c:31]([CH3:30])[n:35][c:34]5[c:33]4[cH:39][cH:38][cH:37][cH:36]5)[n:18][c:19]([N:22]4[CH2:23][CH2:24][O:25][CH2:26][CH2:27]4)[c:20]3[n:21]2)[CH2:11]1. Starting materials: C(C)(C)(C)OC(=O)N1CCC(CC1)CCCNC1=NC2=CC(=C(C=C2N=C1C=CC1=CC=CC=C1)OC)OC (4-[3-(6,7-dimethoxy-3-styryl-quinoxalin-2-ylamino)-propyl]-piperidine-1-carboxylic acid tert-butyl ester), Cl.CCO (HCl EtOH). The product is Cl.COC=1C=C2N=C(C(=NC2=CC1OC)NCCCC1CCNCC1)C=CC1=CC=CC=C1 ((6,7-dimethoxy-3-styryl-quinoxalin-2-yl)-(3-piperidin-4-yl-propyl)-amine hydrocloride). As a reaction SMILES: C(OC([N:8]1[CH2:13][CH2:12][CH:11]([CH2:14][CH2:15][CH2:16][NH:17][C:18]2[C:27]([CH:28]=[CH:29][C:30]3[CH:35]=[CH:34][CH:33]=[CH:32][CH:31]=3)=[N:26][C:25]3[C:20](=[CH:21][C:22]([O:38][CH3:39])=[C:23]([O:36][CH3:37])[CH:24]=3)[N:19]=2)[CH2:10][CH2:9]1)=O)(C)(C)C.[ClH:40].CCO>>[ClH:40].[CH3:37][O:36][C:23]1[CH:24]=[C:25]2[C:20](=[CH:21][C:22]=1[O:38][CH3:39])[N:19]=[C:18]([NH:17][CH2:16][CH2:15][CH2:14][CH:11]1[CH2:10][CH2:9][NH:8][CH2:13][CH2:12]1)[C:27]([CH:28]=[CH:29][C:30]1[CH:31]=[CH:32][CH:33]=[CH:34][CH:35]=1)=[N:26]2 |f:1.2,3.4|. Reported procedure: A solution of the product from Step A above (150 mg, 0.28 mmol) in conc HCl/EtOH (1:2 mixture, 3 mL) was stirred for 2 h at room temperature. The reaction mixture was concentrated under vacuum and the residue was azeotroped twice with ethanol to give the desired product as an amorphous solid. API-MS: 433 (M+1). 1H NMR (300 MHz, d4-MeOH): d 8.0 (d, 2 H), 7.75 (d, 2 HO, 7.66 (d, 2 H), 7.4 (m), 4.0 (s, 3 H), 3.96 (s, 3 H)m 3.65 (t, 2 H), 3.28 (m, 2 H), 2.96 (t, 2 H), 2.0-1.2 (m).